From a dataset of the Open Reaction Database (ORD), a public repository of structured organic reaction records. describe an organic reaction: reactants, conditions, products, and yield The reactants are Nc1ncnn2c(C3CCCNC3)cc(-c3ccc4cn(Cc5ccccc5)nc4c3)c12, CS(=O)(=O)Cl, CCN(C(C)C)C(C)C, Cl, CN(C)C=O. Yields the product CS(=O)(=O)N1CCCC(c2cc(-c3ccc4cn(Cc5ccccc5)nc4c3)c3c(N)ncnn23)C1. RXN SMILES: [CH2:2]([c:3]1[cH:4][cH:5][cH:6][cH:7][cH:8]1)[n:9]1[n:10][c:11]2[cH:12][c:13](-[c:18]3[cH:19][c:20]([CH:28]4[CH2:29][NH:30][CH2:31][CH2:32][CH2:33]4)[n:21]4[n:22][cH:23][n:24][c:25]([NH2:27])[c:26]34)[cH:14][cH:15][c:16]2[cH:17]1.[CH3:34][S:35]([Cl:36])(=[O:37])=[O:38].[CH:39]([N:40]([CH2:41][CH3:42])[CH:43]([CH3:44])[CH3:45])([CH3:46])[CH3:47].[ClH:1].[O:48]=[CH:49][N:50]([CH3:51])[CH3:52]>>[CH2:2]([c:3]1[cH:4][cH:5][cH:6][cH:7][cH:8]1)[n:9]1[n:10][c:11]2[cH:12][c:13](-[c:18]3[cH:19][c:20]([CH:28]4[CH2:29][N:30]([S:35]([CH3:34])(=[O:37])=[O:38])[CH2:31][CH2:32][CH2:33]4)[n:21]4[n:22][cH:23][n:24][c:25]([NH2:27])[c:26]34)[cH:14][cH:15][c:16]2[cH:17]1. Reactants: CCOC(=O)C=C(C)C=CC(F)=C(CC)c1cc2c(c(Br)c1OCC)C(C)(C)CC=C2C(C)C, CCO, [Na+], [OH-]. The product is CCOc1c(C(CC)=C(F)C=CC(C)=CC(=O)O)cc2c(c1Br)C(C)(C)CC=C2C(C)C. Reaction SMILES: [Br:1][c:2]1[c:3]([O:32][CH2:33][CH3:34])[c:4]([C:17](=[C:18]([CH:19]=[CH:20][C:21](=[CH:22][C:23](=[O:24])[O:25][CH2:26][CH3:27])[CH3:28])[F:29])[CH2:30][CH3:31])[cH:5][c:6]2[c:11]1[C:10]([CH3:12])([CH3:13])[CH2:9][CH:8]=[C:7]2[CH:14]([CH3:15])[CH3:16].[CH3:37][CH2:38][OH:39].[Na+:36].[OH-:35]>>[Br:1][c:2]1[c:3]([O:32][CH2:33][CH3:34])[c:4]([C:17](=[C:18]([CH:19]=[CH:20][C:21](=[CH:22][C:23](=[O:24])[OH:25])[CH3:28])[F:29])[CH2:30][CH3:31])[cH:5][c:6]2[c:11]1[C:10]([CH3:12])([CH3:13])[CH2:9][CH:8]=[C:7]2[CH:14]([CH3:15])[CH3:16]. Reactants: FC(C(=O)NCCC1=C(C=CC(=C1)OC)I)(F)F (N-trifluoroacetyl-2-iodo-5-methoxyphenethylamine), C(=O)([O-])[O-].[K+].[K+] (K2CO3), [OH-].[K+] (KOH), C(C=C)Br (allyl bromide), Cl (HCl). Reagents/catalysts: [N+](CCCC)(CCCC)(CCCC)CCCC.[Br-] (n-Bu4NBr). Run in C1(=CC=CC=C1)C (toluene). Reaction conditions: time 3.5 hour. Yields the product C(C=C)N(C(C(F)(F)F)=O)CCC1=C(C=CC(=C1)OC)I (N-Allyl,N-trifluoroacetyl-2-iodo-5-methoxyphenethylamine). The yield is 77.8%. As a reaction SMILES: [F:1][C:2]([F:18])([F:17])[C:3]([NH:5][CH2:6][CH2:7][C:8]1[CH:13]=[C:12]([O:14][CH3:15])[CH:11]=[CH:10][C:9]=1[I:16])=[O:4].C([O-])([O-])=O.[K+].[K+].[OH-].[K+].[CH2:27](Br)[CH:28]=[CH2:29].Cl>C1(C)C=CC=CC=1.[N+](CCCC)(CCCC)(CCCC)CCCC.[Br-]>[CH2:29]([N:5]([CH2:6][CH2:7][C:8]1[CH:13]=[C:12]([O:14][CH3:15])[CH:11]=[CH:10][C:9]=1[I:16])[C:3](=[O:4])[C:2]([F:1])([F:17])[F:18])[CH:28]=[CH2:27] |f:1.2.3,4.5,9.10|. Procedure details: A solution of N-trifluoroacetyl-2-iodo-5-methoxyphenethylamine (23.8 g, 63.8 mmol) in toluene (425 mL) was sequentially treated with K2CO3 (12.4 g, 89.8 mmol), KOH (11.6 g, 207 mmol), n-Bu4NBr (2.2 g, 6.9 mmol) and allyl bromide (10.7 g, 89.8 mmol). The mixture was stirred at 80 C for 3.5 hours, cooled to 20 C, acidified with 10% aqueous HCl, separated and the aqueous phase extracted with ether (500 mL). The combined organic phases were washed with brine (200 mL), dried with Na2SO4 and concentra...